From a dataset of the Open Reaction Database (ORD), a public repository of structured organic reaction records. describe an organic reaction: reactants, conditions, products, and yield The reactants are BrCC1(c2ccc(I)cc2)CC1, CCOC(C)=O, [N-]=[N+]=[N-], [Na+], CN(C)C=O. The product is [N-]=[N+]=NCC1(c2ccc(I)cc2)CC1. Reaction SMILES: [Br:1][CH2:2][C:3]1([c:6]2[cH:7][cH:8][c:9]([I:12])[cH:10][cH:11]2)[CH2:4][CH2:5]1.[CH3:17][CH2:18][O:19][C:20]([CH3:21])=[O:22].[N-:13]=[N+:14]=[N-:15].[Na+:16].[O:23]=[CH:24][N:25]([CH3:26])[CH3:27]>>[CH2:2]([C:3]1([c:6]2[cH:7][cH:8][c:9]([I:12])[cH:10][cH:11]2)[CH2:4][CH2:5]1)[N:13]=[N+:14]=[N-:15]. Reactants: CCOC(=O)CCNC(=O)c1ccc(C(NC(=O)Nc2cc(Cl)cc(Cl)c2)c2ccc(C3=CCCCC3)cc2)cc1, C1CCOC1, CO, [Li+], [OH-]. The product is O=C(O)CCNC(=O)c1ccc(C(NC(=O)Nc2cc(Cl)cc(Cl)c2)c2ccc(C3=CCCCC3)cc2)cc1. Reaction SMILES: [CH2:1]([CH3:2])[O:3][C:4]([CH2:5][CH2:6][NH:7][C:8]([c:9]1[cH:10][cH:11][c:12]([CH:15]([c:16]2[cH:17][cH:18][c:19]([C:22]3=[CH:23][CH2:24][CH2:25][CH2:26][CH2:27]3)[cH:20][cH:21]2)[NH:28][C:29](=[O:30])[NH:31][c:32]2[cH:33][c:34]([Cl:39])[cH:35][c:36]([Cl:38])[cH:37]2)[cH:13][cH:14]1)=[O:40])=[O:41].[CH2:44]1[O:45][CH2:46][CH2:47][CH2:48]1.[CH3:49][OH:50].[Li+:43].[OH-:42]>>[O:3]=[C:4]([CH2:5][CH2:6][NH:7][C:8]([c:9]1[cH:10][cH:11][c:12]([CH:15]([c:16]2[cH:17][cH:18][c:19]([C:22]3=[CH:23][CH2:24][CH2:25][CH2:26][CH2:27]3)[cH:20][cH:21]2)[NH:28][C:29](=[O:30])[NH:31][c:32]2[cH:33][c:34]([Cl:39])[cH:35][c:36]([Cl:38])[cH:37]2)[cH:13][cH:14]1)=[O:40])[OH:41]. The reactants are OCC=1C=C(C=CC1S(=O)(=O)[O-])C (3-hydroxymethyl-p-toluenesulfonate), CN(C=O)C (dimethyl formamide), sulfonate, [H-].[Na+] (sodium hydride), FC(CO)(C(C(F)(F)F)(F)F)F (2,2,3,3,4,4,4-heptafluorobutan-1-ol), CN(C=O)C (dimethyl formamide). The solvent is hexanes. Conditions: time 45 minute. The product is FC(COCC1(COC1)C)(C(C(F)(F)F)(F)F)F (3-(2,2,3,3,4,4,4-HEPTAFLUOROBUTOXYMETHYL)-3-METHYLOXETANE). Reaction SMILES: [H-].[Na+].[F:3][C:4]([F:14])([C:7]([F:13])([F:12])[C:8]([F:11])([F:10])[F:9])[CH2:5][OH:6].[OH:15][CH2:16][C:17]1[CH:18]=C(C)C=C[C:22]=1S([O-])(=O)=O.[CH3:28]N(C)C=O>>[F:3][C:4]([F:14])([C:7]([F:12])([F:13])[C:8]([F:9])([F:10])[F:11])[CH2:5][O:6][CH2:22][C:17]1([CH3:18])[CH2:28][O:15][CH2:16]1 |f:0.1|. Procedure: A 50 weight percent dispersion of sodium hydride 6.1 grams (127 mmol) in mineral oil, was washed twice with hexanes and was suspended in 60 milliliters of dimethyl formamide. Then 24.0 grams (120 mmol) of 2,2,3,3,4,4,4-heptafluorobutan-1-ol was added and mixture was stirred for 45 minutes. A solution of 25.0 grams (97.5 mmol) of 3-hydroxymethyl-p-toluenesulfonate in 15 milliliters of dimethyl formamide was added and the mixture was heated at 75°-85° C. for 30 hours when 1HNMR analysis of an aliq... The reactants are C1C(CCN2CCCCC12)COC(=O)C1=CNC2=CC=CC=C12 (Quinolizidin-2-ylmethylindole-3-carboxylate), BrCC(C)C (1-bromo-2-methylpropane). The product is C1C(CCN2CCCCC12)COC(=O)C1=CN(C2=CC=CC=C12)CC(C)C (Quinolizidin-2-ylmethyl-1-isobutylindole-3-carboxylate). RXN SMILES: [CH2:1]1[CH:10]2[N:5]([CH2:6][CH2:7][CH2:8][CH2:9]2)[CH2:4][CH2:3][CH:2]1[CH2:11][O:12][C:13]([C:15]1[C:23]2[C:18](=[CH:19][CH:20]=[CH:21][CH:22]=2)[NH:17][CH:16]=1)=[O:14].Br[CH2:25][CH:26]([CH3:28])[CH3:27]>>[CH2:1]1[CH:10]2[N:5]([CH2:6][CH2:7][CH2:8][CH2:9]2)[CH2:4][CH2:3][CH:2]1[CH2:11][O:12][C:13]([C:15]1[C:23]2[C:18](=[CH:19][CH:20]=[CH:21][CH:22]=2)[N:17]([CH2:25][CH:26]([CH3:28])[CH3:27])[CH:16]=1)=[O:14]. Reported procedure: eq-Quinolizidin-2-ylmethylindole-3-carboxylate (E9b) was alkylated with 1-bromo-2-methylpropane using the method in Example 18. The product was chromatographed on silica gel eluting initially with ether, then with ethyl acetate, to afford the title compound (E20) as a colourless oil. This was converted to its hydrochloride salt mp 174°-175° C. (acetone/ether).